This data is from the Open Reaction Database (ORD), a public repository of structured organic reaction records. The task is: describe an organic reaction: reactants, conditions, products, and yield The reactants are CC(=O)Nc1c(C(=O)O)oc2nc(-c3ccc(Cl)cc3Cl)c(-c3ccc(Cl)cc3)cc12, ClCCCl, CN(C)c1ccncc1, C1CC2CCC1CN2, ClCCl, Cl. The product is CC(=O)Nc1c(C(=O)N2CC3CCC2CC3)oc2nc(-c3ccc(Cl)cc3Cl)c(-c3ccc(Cl)cc3)cc12. As a reaction SMILES: [C:1]([CH3:2])(=[O:3])[NH:4][c:5]1[c:6]([C:29](=[O:30])[OH:31])[o:7][c:8]2[n:9][c:10](-[c:21]3[c:22]([Cl:28])[cH:23][c:24]([Cl:27])[cH:25][cH:26]3)[c:11](-[c:14]3[cH:15][cH:16][c:17]([Cl:20])[cH:18][cH:19]3)[cH:12][c:13]12.[CH2:41]([Cl:42])[CH2:43][Cl:44].[CH3:48][N:49]([c:50]1[cH:51][cH:52][n:53][cH:54][cH:55]1)[CH3:56].[CH:33]12[NH:34][CH2:35][CH:36]([CH2:37][CH2:38]1)[CH2:39][CH2:40]2.[Cl:45][CH2:46][Cl:47].[ClH:32]>>[C:1]([CH3:2])(=[O:3])[NH:4][c:5]1[c:6]([C:29](=[O:30])[N:34]2[CH:33]3[CH2:38][CH2:37][CH:36]([CH2:35]2)[CH2:39][CH2:40]3)[o:7][c:8]2[n:9][c:10](-[c:21]3[c:22]([Cl:28])[cH:23][c:24]([Cl:27])[cH:25][cH:26]3)[c:11](-[c:14]3[cH:15][cH:16][c:17]([Cl:20])[cH:18][cH:19]3)[cH:12][c:13]12. Starting materials: CO\N=C(\C#N)/C1=C(C=CC=C1)OC1=CC=CC=C1 (E-α-methoxyimino-2-phenoxyphenylacetonitrile), Cl (hydrochloric acid), CO (methanol), aqueous solution, C([O-])(O)=O.[Na+] (sodium bicarbonate). Yields the product COC(/C(=N/OC)/C1=C(C=CC=C1)OC1=CC=CC=C1)=O (E-α-methoxyimino-2-phenoxyphenylacetic acid methyl ester). The yield is 46.7%. As a reaction SMILES: [CH3:1][O:2]/[N:3]=[C:4](\[C:7]1[CH:12]=[CH:11][CH:10]=[CH:9][C:8]=1[O:13][C:14]1[CH:19]=[CH:18][CH:17]=[CH:16][CH:15]=1)/[C:5]#N.Cl.[C:21](=O)(O)[O-:22].[Na+].C[OH:27]>>[CH3:21][O:22][C:5](=[O:27])/[C:4](/[C:7]1[CH:12]=[CH:11][CH:10]=[CH:9][C:8]=1[O:13][C:14]1[CH:19]=[CH:18][CH:17]=[CH:16][CH:15]=1)=[N:3]/[O:2][CH3:1] |f:2.3|. Procedure: To E-α-methoxyimino-2-phenoxyphenylacetonitrile (a mixture of E- and Z-isomers) (0.76 g, 0.003 mole) was added 30% hydrochloric acid in methanol (4.5 ml) and the mixture was stirred under reflux for 22 hours. After completion of the reaction, 8% aqueous solution of sodium bicarbonate (100 ml) was added to the reaction mixture and extracted with methylene chloride. The extract was dried over anhydrous magnesium sulfate and concentrated under reduced pressure. The resulting residue was purified by... Starting materials: Cc1cc2c(s1)Nc1ccc(Cl)cc1N=C2N, Cl, OCCC1CNCCN1. Product: Cc1cc2c(s1)Nc1ccc(Cl)cc1N=C2N1CCNC(CCO)C1. RXN SMILES: [Cl:2][c:3]1[cH:4][c:5]2[c:6]([cH:17][cH:18]1)[NH:7][c:8]1[s:9][c:10]([CH3:16])[cH:11][c:12]1[C:13]([NH2:15])=[N:14]2.[ClH:1].[OH:19][CH2:20][CH2:21][CH:22]1[NH:23][CH2:24][CH2:25][NH:26][CH2:27]1>>[Cl:2][c:3]1[cH:4][c:5]2[c:6]([cH:17][cH:18]1)[NH:7][c:8]1[s:9][c:10]([CH3:16])[cH:11][c:12]1[C:13]([N:15]1[CH2:25][CH2:24][NH:23][CH:22]([CH2:21][CH2:20][OH:19])[CH2:27]1)=[N:14]2. Reactants: stainless steel, S (hydrogen sulfide), S (hydrogen sulfide), C(C1=CC=C(C=C1)OC)C(C(=CC(=O)C1=CC=C(C=C1)C)CC1=CC=C(C=C1)OC)=O (1,2-di-p-anisyl-4-p-tolylbutene-1,4-dione), P12(=S)SP3(=S)SP(=S)(S1)SP(=S)(S2)S3 (phosphorus pentasulfide), [OH-].[Na+] (sodium hydroxide). The solvent is C=1(C(=CC=CC1)C)C (xylene), C(C)O (ethanol). Reaction conditions: time 215 minute. Yields the product C(C1=CC=C(C=C1)OC)C=1SC(=CC1CC1=CC=C(C=C1)OC)C1=CC=C(C=C1)C (2,3-Di-p-anisyl-5-p-tolylthiophene). As a reaction SMILES: [CH2:1]([C:10](=O)[C:11]([CH2:22][C:23]1[CH:28]=[CH:27][C:26]([O:29][CH3:30])=[CH:25][CH:24]=1)=[CH:12][C:13]([C:15]1[CH:20]=[CH:19][C:18]([CH3:21])=[CH:17][CH:16]=1)=O)[C:2]1[CH:7]=[CH:6][C:5]([O:8][CH3:9])=[CH:4][CH:3]=1.P12(SP3(SP(SP(S3)(S1)=S)(=S)S2)=S)=[S:33].S.[OH-].[Na+]>C(O)C.C1(C)C(C)=CC=CC=1>[CH2:1]([C:10]1[S:33][C:13]([C:15]2[CH:20]=[CH:19][C:18]([CH3:21])=[CH:17][CH:16]=2)=[CH:12][C:11]=1[CH2:22][C:23]1[CH:28]=[CH:27][C:26]([O:29][CH3:30])=[CH:25][CH:24]=1)[C:2]1[CH:7]=[CH:6][C:5]([O:8][CH3:9])=[CH:4][CH:3]=1 |f:3.4|. Reported procedure: In a 1-liter stainless steel autoclave equipped with stirrer were placed 40.6 g (0.105 mole) of 1,2-di-p-anisyl-4-p-tolylbutene-1,4-dione, 100 ml of xylene and 25 g (0.056 mole) of phosphorus pentasulfide. The vessel was chilled with a Dry Ice-acetone bath and charged with 130 g (3.81 moles) of hydrogen sulfide. The autoclave was then heated with stirring for 215 minutes at 158°-165° C. (1250-1360 psig). After cooling the vessel, the hydrogen sulfide was allowed to vent into a sodium hydroxide s... Reactants: COC(=O)c1c[nH]cc1-c1cccc(Cl)c1Cl, CO, Cl. The product is O=C(O)c1c[nH]cc1-c1cccc(Cl)c1Cl. Reaction SMILES: [C:1](=[O:2])([O:3][CH3:4])[c:5]1[cH:6][nH:7][cH:8][c:9]1-[c:10]1[c:11]([Cl:17])[c:12]([Cl:16])[cH:13][cH:14][cH:15]1.[CH3:19][OH:20].[ClH:18]>>[C:1](=[O:2])([OH:3])[c:5]1[cH:6][nH:7][cH:8][c:9]1-[c:10]1[c:11]([Cl:17])[c:12]([Cl:16])[cH:13][cH:14][cH:15]1. Starting materials: Cc1c(Br)cccc1N1CCc2cc(N(C)C)ccc2C1=O, Cn1cc(B2OC(C)(C)C(C)(C)O2)cc(Nc2ccc(C(=O)N3CCOCC3)cn2)c1=O, [K+], [K+], [K+], O=P([O-])([O-])[O-]. Product: Cc1c(-c2cc(Nc3ccc(C(=O)N4CCOCC4)cn3)c(=O)n(C)c2)cccc1N1CCc2cc(N(C)C)ccc2C1=O. As a reaction SMILES: [Br:33][c:34]1[c:35]([CH3:54])[c:36]([N:40]2[C:41](=[O:53])[c:42]3[cH:43][cH:44][c:45]([N:50]([CH3:51])[CH3:52])[cH:46][c:47]3[CH2:48][CH2:49]2)[cH:37][cH:38][cH:39]1.[CH3:1][n:2]1[c:3](=[O:32])[c:4]([NH:17][c:18]2[n:19][cH:20][c:21]([C:24](=[O:25])[N:26]3[CH2:27][CH2:28][O:29][CH2:30][CH2:31]3)[cH:22][cH:23]2)[cH:5][c:6]([B:8]2[O:9][C:10]([CH3:11])([CH3:12])[C:13]([CH3:14])([CH3:15])[O:16]2)[cH:7]1.[K+:60].[K+:61].[K+:62].[P:55]([O-:56])([O-:57])([O-:58])=[O:59]>>[CH3:1][n:2]1[c:3](=[O:32])[c:4]([NH:17][c:18]2[n:19][cH:20][c:21]([C:24](=[O:25])[N:26]3[CH2:27][CH2:28][O:29][CH2:30][CH2:31]3)[cH:22][cH:23]2)[cH:5][c:6](-[c:34]2[c:35]([CH3:54])[c:36]([N:40]3[C:41](=[O:53])[c:42]4[cH:43][cH:44][c:45]([N:50]([CH3:51])[CH3:52])[cH:46][c:47]4[CH2:48][CH2:49]3)[cH:37][cH:38][cH:39]2)[cH:7]1. The reactants are CC1=C(C(=NC=2N1C=CN2)C2=CC=C(C=O)C=C2)C2=CC=CC=C2 (4-(5-methyl-6-phenylimidazo[1,2-a]pyrimidin-7-yl)benzaldehyde), [BH-](OC(=O)C)(OC(=O)C)OC(=O)C.[Na+] (NaBH(OAc)3), 2-(5-Piperidin-[1,2,4]triazol-3-yl)pyridine, N(N)C(=O)C1CCN(CC1)C(=O)OC(C)(C)C (tert-butyl 4-(hydrazinocarbonyl)piperidine-1-carboxylate), N1=C(C=CC=C1)C#N (pyridine-2-carbonitrile), [BH-](OC(=O)C)(OC(=O)C)OC(=O)C.[Na+] (NaBH(OAc)3). Solvent: C(C)(=O)O (acetic acid), CN(C)C=O (DMF), CO (methanol), C(C)N(CC)CC (triethylamine). Product: CC1=C(C(=NC=2N1C=CN2)C2=CC=C(C=C2)CN2CCC(CC2)C2=NNC(=N2)C2=NC=CC=C2)C2=CC=CC=C2 (5-methyl-6-phenyl-7-(4-{[4-(5-pyridin-2-yl-1H-1,2,4-triazol-3-yl)piperidin-1-yl]methyl}phenyl)imidazo[1,2-a]pyrimidine). RXN SMILES: [CH3:1][C:2]1[N:7]2[CH:8]=[CH:9][N:10]=[C:6]2[N:5]=[C:4]([C:11]2[CH:18]=[CH:17][C:14]([CH:15]=O)=[CH:13][CH:12]=2)[C:3]=1[C:19]1[CH:24]=[CH:23][CH:22]=[CH:21][CH:20]=1.[NH:25]([C:27]([CH:29]1[CH2:34][CH2:33][N:32](C(OC(C)(C)C)=O)[CH2:31][CH2:30]1)=O)[NH2:26].[N:42]1[CH:47]=[CH:46][CH:45]=[CH:44][C:43]=1[C:48]#[N:49].[BH-](OC(C)=O)(OC(C)=O)OC(C)=O.[Na+]>CO.CN(C=O)C.C(O)(=O)C.C(N(CC)CC)C>[CH3:1][C:2]1[N:7]2[CH:8]=[CH:9][N:10]=[C:6]2[N:5]=[C:4]([C:11]2[CH:18]=[CH:17][C:14]([CH2:15][N:32]3[CH2:31][CH2:30][CH:29]([C:27]4[N:49]=[C:48]([C:43]5[CH:44]=[CH:45][CH:46]=[CH:47][N:42]=5)[NH:26][N:25]=4)[CH2:34][CH2:33]3)=[CH:13][CH:12]=2)[C:3]=1[C:19]1[CH:24]=[CH:23][CH:22]=[CH:21][CH:20]=1 |f:3.4|. Procedure details: 0.11 ml triethylamine is added to a solution of 105 mg of the product of step 3 in 5 ml methanol. To this solution a solution of 0.122 g 2-(5-Piperidin-[1,2,4]triazol-3-yl)pyridine*2HCl (prepared from tert-butyl 4-(hydrazinocarbonyl)piperidine-1-carboxylate and pyridine-2-carbonitrile according to a procedure described in U.S. Pat. No. 4,011,218 or WO2005100344) in 5 ml DMF is added, followed by 0.05 ml glacial acetic acid and 144 mg NaBH(OAc)3. The resulting mixture is stirred at room temperatu...